From a dataset of the Open Reaction Database (ORD), a public repository of structured organic reaction records. describe an organic reaction: reactants, conditions, products, and yield Reactants: [BH3-]C#N, C=O, c1ccc(CNC2CN3CCC2CC3)cc1, [Na+], O. Yields the product CNC1CN2CCC1CC2. Reaction SMILES: [C:19]([BH3-:20])#[N:21].[CH2:17]=[O:18].[CH2:1]([c:2]1[cH:3][cH:4][cH:5][cH:6][cH:7]1)[NH:8][CH:9]1[CH2:10][N:11]2[CH2:12][CH2:13][CH:14]1[CH2:15][CH2:16]2.[Na+:22].[OH2:23]>>[CH3:1][NH:8][CH:9]1[CH2:10][N:11]2[CH2:12][CH2:13][CH:14]1[CH2:15][CH2:16]2. Reactants: CC(C)(C)OC(=O)Nc1cnc(OC2CCC2)c(-c2ccc(Cl)cc2)c1, Cl, C1COCCO1. Yields the product Nc1cnc(OC2CCC2)c(-c2ccc(Cl)cc2)c1. As a reaction SMILES: [C:1]([O:2][C:3](=[O:4])[NH:7][c:8]1[cH:9][n:10][c:11]([O:21][CH:22]2[CH2:23][CH2:24][CH2:25]2)[c:12](-[c:14]2[cH:15][cH:16][c:17]([Cl:20])[cH:18][cH:19]2)[cH:13]1)([CH3:5])([CH3:6])[CH3:26].[ClH:33].[O:27]1[CH2:28][CH2:29][O:30][CH2:31][CH2:32]1>>[NH2:7][c:8]1[cH:9][n:10][c:11]([O:21][CH:22]2[CH2:23][CH2:24][CH2:25]2)[c:12](-[c:14]2[cH:15][cH:16][c:17]([Cl:20])[cH:18][cH:19]2)[cH:13]1. Reactants: CN1C(=O)C[C@](C)(N/C/1=N/C(=O)OC(C)(C)C)c2sccc2Cl, CC1(C)OB(OC1(C)C)c2cnn(Cc3ccccc3)c2. Reagents/catalysts: CCN=P(N=P(N(C)C)(N(C)C)N(C)C)(N(C)C)N(C)C (P2-Et), CC(C)c1cc(C(C)C)c(-c2ccccc2[PH](C(C)(C)C)(C(C)(C)C)[Pd]2(OS(C)(=O)=O)Nc3ccccc3-c3ccccc32)c(C(C)C)c1 (tBuXphos G3). The solvent is CS(C)=O (DMSO), O (water), CS(C)=O (DMSO), CS(C)=O (DMSO), CS(C)=O (DMSO). Reaction conditions: time 22 hour. Product: CN1C(=O)C[C@](C)(N/C/1=N/C(=O)OC(C)(C)C)c2sccc2c3cnn(Cc4ccccc4)c3, CN1C(=O)C[C@](C)(N/C/1=N/C(=O)OC(C)(C)C)c2sccc2Cl, c1ccc(-c2ccccc2)cc1.